From a dataset of the Open Reaction Database (ORD), a public repository of structured organic reaction records. describe an organic reaction: reactants, conditions, products, and yield Starting materials: ClC1=CC=C(C=C1)C1=NC=2N(C(=C1)C1CC1)N=CC2C(=O)O (5-(4-chloro-phenyl)-7-cyclopropyl-pyrazolo[1,5-a]pyrimidine-3-carboxylic acid), OCC(C)(C)NS(=O)(=O)C1=C(N=C(S1)N)C (2-amino-4-methyl-thiazole-5-sulfonic acid (2-hydroxy-1,1-dimethyl-ethyl)-amide). The product is OCC(C)(C)NS(=O)(=O)C1=C(N=C(S1)NC(=O)C=1C=NN2C1N=C(C=C2C2CC2)C2=CC=C(C=C2)Cl)C (5-(4-Chloro-phenyl)-7-cyclopropyl-pyrazolo[1,5-a]pyrimidine-3-carboxylic acid [5-(2-hydroxy-1,1-dimethyl-ethylsulfamoyl)-4-methyl-thiazol-2-yl]-amide). RXN SMILES: [Cl:1][C:2]1[CH:7]=[CH:6][C:5]([C:8]2[CH:13]=[C:12]([CH:14]3[CH2:16][CH2:15]3)[N:11]3[N:17]=[CH:18][C:19]([C:20]([OH:22])=O)=[C:10]3[N:9]=2)=[CH:4][CH:3]=1.[OH:23][CH2:24][C:25]([NH:28][S:29]([C:32]1[S:36][C:35]([NH2:37])=[N:34][C:33]=1[CH3:38])(=[O:31])=[O:30])([CH3:27])[CH3:26]>>[OH:23][CH2:24][C:25]([NH:28][S:29]([C:32]1[S:36][C:35]([NH:37][C:20]([C:19]2[CH:18]=[N:17][N:11]3[C:12]([CH:14]4[CH2:16][CH2:15]4)=[CH:13][C:8]([C:5]4[CH:6]=[CH:7][C:2]([Cl:1])=[CH:3][CH:4]=4)=[N:9][C:10]=23)=[O:22])=[N:34][C:33]=1[CH3:38])(=[O:31])=[O:30])([CH3:27])[CH3:26]. Reported procedure: The title compound was prepared from 5-(4-chloro-phenyl)-7-cyclopropyl-pyrazolo[1,5-a]pyrimidine-3-carboxylic acid (example C.19) and 2-amino-4-methyl-thiazole-5-sulfonic acid (2-hydroxy-1,1-dimethyl-ethyl)-amide (example B.3) according to general procedure II. Pale-yellow solid. MS (ISN) 559.0 [(M−H)−]; mp 293-294° C. The reactants are CI, CS(C)=O, Cl, Cl, [K+], [OH-], OCc1ncccc1O. The product is COc1cccnc1CO. RXN SMILES: [CH3:13][I:14].[CH3:16][S:17]([CH3:18])=[O:19].[ClH:15].[ClH:3].[K+:2].[OH-:1].[OH:4][c:5]1[c:6]([CH2:11][OH:12])[n:7][cH:8][cH:9][cH:10]1>>[O:4]([c:5]1[c:6]([CH2:11][OH:12])[n:7][cH:8][cH:9][cH:10]1)[CH3:13]. Starting materials: C(C)(=O)OOC1=C(C(=C(C(=C1)Br)OC1=CC=C(C=C1)[N+](=O)[O-])Br)CC (Ethyl(3,5-dibromo-4-[4-nitrophenoxy]phenoxy) acetate), C(C)O (ethanol). Reagents/catalysts: Cl[Zn]Cl (zink chloride). The solvent is C(C)OC(C)=O (ethylacetate), C(C)OC(C)=O (ethylacetate). Product: C(C)(=O)OOC1=C(C(=C(C(=C1)Br)OC1=CC=C(C=C1)N)Br)CC (ethyl(3,5-dibromo-4-[4-aminophenoxy]phenoxy) acetate). The yield is 88.9%. As a reaction SMILES: [C:1]([O:4][O:5][C:6]1[CH:11]=[C:10]([Br:12])[C:9]([O:13][C:14]2[CH:19]=[CH:18][C:17]([N+:20]([O-])=O)=[CH:16][CH:15]=2)=[C:8]([Br:23])[C:7]=1[CH2:24][CH3:25])(=[O:3])[CH3:2].C(O)C>C(OC(=O)C)C.Cl[Zn]Cl>[C:1]([O:4][O:5][C:6]1[CH:11]=[C:10]([Br:12])[C:9]([O:13][C:14]2[CH:19]=[CH:18][C:17]([NH2:20])=[CH:16][CH:15]=2)=[C:8]([Br:23])[C:7]=1[CH2:24][CH3:25])(=[O:3])[CH3:2]. Reported procedure: Ethyl(3,5-dibromo-4-[4-nitrophenoxy]phenoxy) acetate (2.4 g), zink chloride (5.7 g), ethylacetate (30 mL) and ethanol (30 mL) was heated at reflux for two hours. After cooling down to room temperature, the reaction mixture was diluted with ethylacetate, washed with a saturated aqueous solution of sodium hydrogencarbonate and the organic phase dried over potassium carbonate. After concentration, 2.0 g of ethyl(3,5-dibromo-4-[4-aminophenoxy]phenoxy) acetate was obtained as a brown oil. The reactants are Cl (hydrochloric acid), O=C1NC(CCCCCCCCCCC1C(=O)O)C(=O)O (2-oxo-1-azacyclotetradecane-3,14-dicarboxylic acid), C=O (paraformaldehyde), N1CCCCC1 (Piperidine). Run in N1=CC=CC=C1 (pyridine). Conditions: temperature 65 celsius. The product is C=C1C(NC(CCCCCCCCCC1)C(=O)O)=O (3-methylidene-2-oxo-1-azacyclotetradecane-14-carboxylic acid). As a reaction SMILES: [O:1]=[C:2]1[CH:15]([C:16](O)=O)[CH2:14][CH2:13][CH2:12][CH2:11][CH2:10][CH2:9][CH2:8][CH2:7][CH2:6][CH2:5][CH:4]([C:19]([OH:21])=[O:20])[NH:3]1.N1CCCCC1.C=O.Cl>N1C=CC=CC=1>[CH2:16]=[C:15]1[CH2:14][CH2:13][CH2:12][CH2:11][CH2:10][CH2:9][CH2:8][CH2:7][CH2:6][CH2:5][CH:4]([C:19]([OH:21])=[O:20])[NH:3][C:2]1=[O:1]. Reported procedure: 2-oxo-1-azacyclotetradecane-3,14-dicarboxylic acid (0.868 g, 2.9 mmol) is dissolved in pyridine (15.0 mL). Piperidine (0.060 mL, 0.59 mmol) is added, followed by paraformaldehyde (0.133 g, 4.43 mmol), and the reaction is heated to 65° C. for 4 hours. The reaction is then cooled to 0° C., and concentrated hydrochloric acid is added to bring the pH to approximately 2. The reaction is partitioned between ethyl acetate and water, and the aqueous phase is extracted several times with ethyl acetate. T... Reactants: C1CCOC1 (THF), N[C@@H]1C(N(CCCC1)CC(=O)OC(C)(C)C)=O (tert-butyl (3S)-3-amino-2-oxoperhydroazepine-1-acetate), C([O-])([O-])=O.[Na+].[Na+] (sodium carbonate), C1CCOC1 (THF). Solvent: O (water), O (Water). Run at time 30 minute. Yields the product C1=CC=CC=2C3=CC=CC=C3C(C12)COC(=O)N[C@@H]1C(N(CCCC1)CC(=O)OC(C)(C)C)=O (tert-butyl (3S)-3-(9-fluorenylmethoxycarbonylamino)-2-oxoperhydroazepine-1-acetate). As a reaction SMILES: [NH2:1][C@H:2]1[CH2:8][CH2:7][CH2:6][CH2:5][N:4]([CH2:9][C:10]([O:12][C:13]([CH3:16])([CH3:15])[CH3:14])=[O:11])[C:3]1=[O:17].[C:18](=[O:21])([O-])[O-:19].[Na+].[Na+].[CH2:24]1[CH2:28]O[CH2:26][CH2:25]1>O>[CH:24]1[C:28]2[CH:2]([CH2:3][O:19][C:18]([NH:1][C@H:2]3[CH2:8][CH2:7][CH2:6][CH2:5][N:4]([CH2:9][C:10]([O:12][C:13]([CH3:14])([CH3:16])[CH3:15])=[O:11])[C:3]3=[O:17])=[O:21])[C:8]3[C:25](=[CH:26][CH:5]=[CH:6][CH:7]=3)[C:24]=2[CH:28]=[CH:26][CH:25]=1 |f:1.2.3|. Procedure: A solution of tert-butyl (3S)-3-amino-2-oxoperhydroazepine-1-acetate (7 g) in THF (50 me) was added to a solution of sodium carbonate (3 g) in water (30 ml). A solution of N-(9-fluorenylmethoxycarbonyloxy)succimimide (9.7 g) in THF (100 ml) was then added dropwise over 30 minutes with stirring. The reaction mixture was stired at ambient temperature for a further 30 minutes. Water (200 ml) was added and the reaction mixture extracted with ethyl acetate (3×100 ml). The combined extracts were washe...